From a dataset of the Open Reaction Database (ORD), a public repository of structured organic reaction records. describe an organic reaction: reactants, conditions, products, and yield Starting materials: CC(C)OCC(CO[Si](C)(C)C(C)(C)C)Oc1cc(NS(=O)(=O)c2cn(C)cn2)nc(SCc2cccc(F)c2F)n1, CCCC[N+](CCCC)(CCCC)CCCC, C1CCOC1, [F-]. Yields the product CC(C)OCC(CO)Oc1cc(NS(=O)(=O)c2cn(C)cn2)nc(SCc2cccc(F)c2F)n1. RXN SMILES: [C:1]([Si:2]([CH3:3])([CH3:4])[O:6][CH2:7][CH:8]([O:9][c:10]1[cH:11][c:12]([NH:26][S:27](=[O:28])(=[O:29])[c:30]2[n:31][cH:32][n:33]([CH3:35])[cH:34]2)[n:13][c:14]([S:16][CH2:17][c:18]2[c:19]([F:25])[c:20]([F:24])[cH:21][cH:22][cH:23]2)[n:15]1)[CH2:36][O:37][CH:38]([CH3:39])[CH3:40])([CH3:5])([CH3:41])[CH3:42].[CH2:44]([N+:45]([CH2:46][CH2:47][CH2:48][CH3:49])([CH2:50][CH2:51][CH2:52][CH3:53])[CH2:54][CH2:55][CH2:56][CH3:57])[CH2:58][CH2:59][CH3:60].[CH2:61]1[O:62][CH2:63][CH2:64][CH2:65]1.[F-:43]>>[OH:6][CH2:7][CH:8]([O:9][c:10]1[cH:11][c:12]([NH:26][S:27](=[O:28])(=[O:29])[c:30]2[n:31][cH:32][n:33]([CH3:35])[cH:34]2)[n:13][c:14]([S:16][CH2:17][c:18]2[c:19]([F:25])[c:20]([F:24])[cH:21][cH:22][cH:23]2)[n:15]1)[CH2:36][O:37][CH:38]([CH3:39])[CH3:40].